This data is from the Open Reaction Database (ORD), a public repository of structured organic reaction records. The task is: describe an organic reaction: reactants, conditions, products, and yield Starting materials: N, CC1(c2ccc(S(=O)(=O)Cl)cc2)Cc2cc(OCC(=O)O)c(Cl)c(Cl)c2C1=O. Product: CC1(c2ccc(S(N)(=O)=O)cc2)Cc2cc(OCC(=O)O)c(Cl)c(Cl)c2C1=O. Reaction SMILES: [NH3:29].[O:1]=[C:2]1[C:3]([CH3:18])([c:19]2[cH:20][cH:21][c:22]([S:25](=[O:26])(=[O:27])[Cl:28])[cH:23][cH:24]2)[CH2:4][c:5]2[cH:6][c:7]([O:13][CH2:14][C:15](=[O:16])[OH:17])[c:8]([Cl:12])[c:9]([Cl:11])[c:10]21>>[O:1]=[C:2]1[C:3]([CH3:18])([c:19]2[cH:20][cH:21][c:22]([S:25](=[O:26])(=[O:27])[NH2:29])[cH:23][cH:24]2)[CH2:4][c:5]2[cH:6][c:7]([O:13][CH2:14][C:15](=[O:16])[OH:17])[c:8]([Cl:12])[c:9]([Cl:11])[c:10]21. Starting materials: N (ammonia), ClC(=O)N1C2=C(C(NC3=C1C=CC=C3)=O)C=CC=N2 (11-(chlorocarbonyl)-6,11-dihydro-5H-pyrido[2,3-b][1,5]benzodiazepin-5-one), N1(CCCCCC1)CCC1CNCCC1 (3-[2-(hexahydro-1H-1-azepinyl)ethyl]piperidine), C(C)#N (acetonitrile). Run in ClCCl.C1CCCCC1.CO (dichloromethane cyclohexane methanol). Yields the product N1(CCCCCC1)CCC1CN(CCC1)C(=O)N1C2=C(C(NC3=C1C=CC=C3)=O)C=CC=N2 (6,11-Dihydro-11-[[3-[2-(hexahydro-1H-1-azepinyl)ethyl]-1-piperidinyl]carbonyl]-5H-pyrido[2,3-b][1,5]benzodiazepin-5-one). Yield: 58.0%. Reaction SMILES: Cl[C:2]([N:4]1[C:10]2[CH:11]=[CH:12][CH:13]=[CH:14][C:9]=2[NH:8][C:7](=[O:15])[C:6]2[CH:16]=[CH:17][CH:18]=[N:19][C:5]1=2)=[O:3].[N:20]1([CH2:27][CH2:28][CH:29]2[CH2:34][CH2:33][CH2:32][NH:31][CH2:30]2)[CH2:26][CH2:25][CH2:24][CH2:23][CH2:22][CH2:21]1.C(#N)C.N>ClCCl.C1CCCCC1.CO>[N:20]1([CH2:27][CH2:28][CH:29]2[CH2:34][CH2:33][CH2:32][N:31]([C:2]([N:4]3[C:10]4[CH:11]=[CH:12][CH:13]=[CH:14][C:9]=4[NH:8][C:7](=[O:15])[C:6]4[CH:16]=[CH:17][CH:18]=[N:19][C:5]3=4)=[O:3])[CH2:30]2)[CH2:21][CH2:22][CH2:23][CH2:24][CH2:25][CH2:26]1 |f:4.5.6|. Procedure: Prepared analogously to Example 4 from 11-(chlorocarbonyl)-6,11-dihydro-5H-pyrido[2,3-b][1,5]benzodiazepin-5-one and 3-[2-(hexahydro-1H-1-azepinyl)ethyl]piperidine in a yield of 58% of theory. Colourless crystals, m.p. 152°-154° C. (acetonitrile), Rf 0.64 (Macherey-Nagel, Polygram® SIL G/UV254, pre-coated plastic sheets for TLC; eluant: dichloromethane/cyclohexane/methanol/conc. ammonia 68/15/15/2, v/v/v/v) Reactants: CC(C)(C)OC(=O)N1CCC(Oc2ccc(NC(=O)c3ccc4ccc(C#N)cc4c3)cc2)CC1, CS(=O)(=O)Cl, [H-], [Na+], CN(C)C=O. Yields the product CC(C)(C)OC(=O)N1CCC(Oc2ccc(N(C(=O)c3ccc4ccc(C#N)cc4c3)S(C)(=O)=O)cc2)CC1. As a reaction SMILES: [C:1]([CH3:2])([CH3:3])([CH3:4])[O:5][C:6](=[O:7])[N:8]1[CH2:9][CH2:10][CH:11]([O:14][c:15]2[cH:16][cH:17][c:18]([NH:21][C:22](=[O:23])[c:24]3[cH:25][c:26]4[cH:27][c:28]([C:34]#[N:35])[cH:29][cH:30][c:31]4[cH:32][cH:33]3)[cH:19][cH:20]2)[CH2:12][CH2:13]1.[CH3:38][S:39]([Cl:40])(=[O:41])=[O:42].[H-:36].[Na+:37].[O:43]=[CH:44][N:45]([CH3:46])[CH3:47]>>[C:1]([CH3:2])([CH3:3])([CH3:4])[O:5][C:6](=[O:7])[N:8]1[CH2:9][CH2:10][CH:11]([O:14][c:15]2[cH:16][cH:17][c:18]([N:21]([C:22](=[O:23])[c:24]3[cH:25][c:26]4[cH:27][c:28]([C:34]#[N:35])[cH:29][cH:30][c:31]4[cH:32][cH:33]3)[S:39]([CH3:38])(=[O:41])=[O:42])[cH:19][cH:20]2)[CH2:12][CH2:13]1. Starting materials: C1(=CC=CC=C1)CCCC(CCCC1=CC=CC=C1)NC(CN(C)C(=O)C1CCN(CC1)C(=O)OC(C)(C)C)=O (N-(N-tert-butoxycarbonyl-piperidine-4-carbonyl)-(N-methyl)-2-aminoacetic acid [4-phenyl-1-(3-phenyl-propyl)-butyl]-amide), FC(C(=O)O)(F)F (Trifluoroacetic acid). Run in C(Cl)Cl (methylene chloride). Reaction conditions: time 2 hour. The product is C1(=CC=CC=C1)CCCC(CCCC1=CC=CC=C1)NC(CN(C)C(=O)C1CCNCC1)=O (N-(piperidine-4-carbonyl)-(N-methyl)-2-aminoacetic acid [4-phenyl-1-(3-phenyl-propyl)-butyl]-amide). Isolated yield 138.0%. Reaction SMILES: [C:1]1([CH2:7][CH2:8][CH2:9][CH:10]([NH:20][C:21](=[O:40])[CH2:22][N:23]([C:25]([CH:27]2[CH2:32][CH2:31][N:30](C(OC(C)(C)C)=O)[CH2:29][CH2:28]2)=[O:26])[CH3:24])[CH2:11][CH2:12][CH2:13][C:14]2[CH:19]=[CH:18][CH:17]=[CH:16][CH:15]=2)[CH:6]=[CH:5][CH:4]=[CH:3][CH:2]=1.FC(F)(F)C(O)=O>C(Cl)Cl>[C:14]1([CH2:13][CH2:12][CH2:11][CH:10]([NH:20][C:21](=[O:40])[CH2:22][N:23]([C:25]([CH:27]2[CH2:28][CH2:29][NH:30][CH2:31][CH2:32]2)=[O:26])[CH3:24])[CH2:9][CH2:8][CH2:7][C:1]2[CH:2]=[CH:3][CH:4]=[CH:5][CH:6]=2)[CH:15]=[CH:16][CH:17]=[CH:18][CH:19]=1. Reported procedure: N-(N-tert-Butoxycarbonyl-piperidine-4-carbonyl)-(N-methyl)-2-aminoacetic acid [4-phenyl-1-(3-phenyl-propyl)-butyl]-amide (67) (1.46 g; 2.66 mmol) is dissolved in methylene chloride (30 mL) at ambient temperature. Trifluoroacetic acid (15 mL) is added in a slow stream, and the solution is stirred for 2 hours at ambient temperature. The solution is concentrated in vacuo at 40° C. The residue is dissolved in methylene chloride (200 mL) and poured onto saturated sodium bicarbonate solution. The pH i... The reactants are CC1=C(CCC2(C=3C(C=C(C(C3CCC12)=O)C(C)C)=O)C)C(=O)O (3,4,4a,5,8,9,10,10a-octahydro-1,4a-dimethyl-7-(1-methylethyl)-5,8-dioxo-2-phenanthrenecarboxylic acid). Reagents/catalysts: [C].[Pd] (palladium-carbon). Solvent: C(C)(=O)OCC (ethyl acetate), C(C)(=O)OCC (ethyl acetate). Run at time 3 hour. The product is OC1=C2C3(CCC(=C(C3CCC2=C(C(=C1)C(C)C)O)C)C(=O)O)C (3,4,4a,9,10,10a-hexahydro-5,8-dihydroxy-1,4a-dimethyl-7-(1-methylethyl)-2-phenanthrenecarboxylic acid). RXN SMILES: [CH3:1][C:2]1[CH:15]2[C:6]([CH3:21])([C:7]3[C:8](=[O:20])[CH:9]=[C:10]([CH:17]([CH3:19])[CH3:18])[C:11](=[O:16])[C:12]=3[CH2:13][CH2:14]2)[CH2:5][CH2:4][C:3]=1[C:22]([OH:24])=[O:23]>C(OCC)(=O)C.[C].[Pd]>[OH:20][C:8]1[CH:9]=[C:10]([CH:17]([CH3:19])[CH3:18])[C:11]([OH:16])=[C:12]2[C:7]=1[C:6]1([CH3:21])[CH:15]([CH2:14][CH2:13]2)[C:2]([CH3:1])=[C:3]([C:22]([OH:24])=[O:23])[CH2:4][CH2:5]1 |f:2.3|. Procedure details: 150 Milligrams of 3,4,4a,5,8,9,10,10a-octahydro-1,4a-dimethyl-7-(1-methylethyl)-5,8-dioxo-2-phenanthrenecarboxylic acid was dissolved in 10 ml of ethyl acetate. Thereto was added, as a catalyst, 3 ml of an ethyl acetate suspension containing 15 mg of 10% palladium-carbon. The container inside was purged with hydrogen gas, and the contents were stirred at room temperature for 3 hours. The catalyst was removed by filtration, and the filtrate was concentrated under reduced pressure to obtain 135 mg... Reactants: O=C([O-])[O-], CC1(O)CCN(Cc2ccccc2)CC1, CC#N, Cl, [K+], [K+], [K+], [OH-], O=S(=O)(O)O. The product is CC(=O)NC1(C)CCN(Cc2ccccc2)CC1, Cl. As a reaction SMILES: [C:21]([O-:22])(=[O:23])[O-:24].[CH3:1][C:2]1([OH:15])[CH2:3][CH2:4][N:5]([CH2:8][c:9]2[cH:10][cH:11][cH:12][cH:13][cH:14]2)[CH2:6][CH2:7]1.[CH3:30][C:31]#[N:32].[ClH:29].[K+:25].[K+:26].[K+:28].[OH-:27].[S:16](=[O:17])(=[O:18])([OH:19])[OH:20]>>[CH3:1][C:2]1([NH:32][C:31](=[O:22])[CH3:30])[CH2:3][CH2:4][N:5]([CH2:8][c:9]2[cH:10][cH:11][cH:12][cH:13][cH:14]2)[CH2:6][CH2:7]1.[ClH:29]. Starting materials: C(O)([O-])=O.[Na+] (sodium hydrogen carbonate), Cl.NC1CCC(CC1)C(=O)OC (methyl 4-aminocyclohexanecarboxylate hydrochloride), BrCCC(CCBr)C1=CC=CC=C1 (1,5-dibromo-3-phenylpentane), C(C)(C)N(C(C)C)CC (N,N-diisopropylethylamine). Run in C(C)#N (acetonitrile). The product is C1(=CC=CC=C1)C1CCN(CC1)C1CCC(CC1)C(=O)OC (methyl 4-(4-phenylpiperidino)cyclohexanecarboxylate). As a reaction SMILES: Cl.[NH2:2][CH:3]1[CH2:8][CH2:7][CH:6]([C:9]([O:11][CH3:12])=[O:10])[CH2:5][CH2:4]1.Br[CH2:14][CH2:15][CH:16]([C:20]1[CH:25]=[CH:24][CH:23]=[CH:22][CH:21]=1)[CH2:17][CH2:18]Br.C(N(CC)C(C)C)(C)C.C(=O)([O-])O.[Na+]>C(#N)C>[C:20]1([CH:16]2[CH2:17][CH2:18][N:2]([CH:3]3[CH2:4][CH2:5][CH:6]([C:9]([O:11][CH3:12])=[O:10])[CH2:7][CH2:8]3)[CH2:14][CH2:15]2)[CH:25]=[CH:24][CH:23]=[CH:22][CH:21]=1 |f:0.1,4.5|. Procedure: A solution of 3.896 g (20.117 mM) of methyl 4-aminocyclohexanecarboxylate hydrochloride, 6.77 g (22.1 mM) of 1,5-dibromo-3-phenylpentane, and 14.0 ml (80.5 mM) of N,N-diisopropylethylamine in 100 ml of acetonitrile was refluxed for one day. This reaction mixture was poured in aqueous solution of sodium hydrogen carbonate and extracted with 3 portions of ethyl acetate. The organic layers were pooled and dried over MgSO4 and the solvent was distilled off under reduced pressure. The residue was pur...